This data is from the Open Reaction Database (ORD), a public repository of structured organic reaction records. The task is: describe an organic reaction: reactants, conditions, products, and yield The reactants are O1C(CCCC1)OCCCN1C(C=CC=C1)=O (1-(3-(2-tetrahydropyranyloxy)propyl)-1,2-dihydro-2-pyridone). Solvent: C(C)(=O)O (acetic acid), C1CCOC1 (THF), O (water). Yields the product OCCCN1C(C=CC=C1)=O (1-(3-hydroxypropyl)-1,2-dihydro-2-pyridone). Isolated yield 98.7%. Reaction SMILES: O1CCCCC1[O:7][CH2:8][CH2:9][CH2:10][N:11]1[CH:16]=[CH:15][CH:14]=[CH:13][C:12]1=[O:17]>C(O)(=O)C.C1COCC1.O>[OH:7][CH2:8][CH2:9][CH2:10][N:11]1[CH:16]=[CH:15][CH:14]=[CH:13][C:12]1=[O:17]. Procedure: A solution of 1-(3-(2-tetrahydropyranyloxy)propyl)-1,2-dihydro-2-pyridone (1.0 g, 4.5 mmol) in acetic acid (8 ml), THF (4 ml) and water (2 ml) was heated at 50° C. for 4 hours. The volatiles were removed by evaporation and the residue azeotroped with toluene to give 1-(3-hydroxypropyl)-1,2-dihydro-2-pyridone (680 mg, 99%) as an off-white solid. The reactants are BrC1=CC(=C(C=C1F)O)F (4-bromo-2,5-difluoro-phenol), [H-].[Na+] (sodium hydride), C(C1=CC=CC=C1)Br (benzyl bromide), O (water). Solvent: CN(C=O)C (N,N-dimethylformamide). Reaction conditions: time 8 hour. Yields the product C(C1=CC=CC=C1)OC1=C(C=C(C(=C1)F)Br)F (1-Benzyloxy-4-bromo-2,5-difluoro-benzene). RXN SMILES: [Br:1][C:2]1[C:7]([F:8])=[CH:6][C:5]([OH:9])=[C:4]([F:10])[CH:3]=1.[H-].[Na+].[CH2:13](Br)[C:14]1[CH:19]=[CH:18][CH:17]=[CH:16][CH:15]=1.O>CN(C)C=O>[CH2:13]([O:9][C:5]1[CH:6]=[C:7]([F:8])[C:2]([Br:1])=[CH:3][C:4]=1[F:10])[C:14]1[CH:19]=[CH:18][CH:17]=[CH:16][CH:15]=1 |f:1.2|. Reported procedure: To 4-bromo-2,5-difluoro-phenol (595, 0.90 g, 0.0043 mol, prepared as described in Example 34, Scheme 61) in N,N-dimethylformamide (30.0 mL) were added sodium hydride (0.21 g, 60% in mineral oil, 0.0052 mol) and benzyl bromide (0.563 mL, 0.00474 mol). The reaction was stirred at room temperature overnight. The reaction was poured into water and extracted with ethyl acetate. The organic layer was dried over anhydrous sodium sulfate and filtered. The filtrate was concentrated and purified by silica... Reactants: C1CCOC1, CC(C)C[AlH]CC(C)C, O=CC1CCN(c2cccnc2OC2CCN(c3ccc4ccccc4n3)CC2)CC1. Yields the product OCC1CCN(c2cccnc2OC2CCN(c3ccc4ccccc4n3)CC2)CC1. RXN SMILES: [CH2:41]1[O:42][CH2:43][CH2:44][CH2:45]1.[CH3:32][CH:33]([CH2:34][AlH:35][CH2:36][CH:37]([CH3:38])[CH3:39])[CH3:40].[n:1]1[c:2]([N:11]2[CH2:12][CH2:13][CH:14]([O:17][c:18]3[n:19][cH:20][cH:21][cH:22][c:23]3[N:24]3[CH2:25][CH2:26][CH:27]([CH:30]=[O:31])[CH2:28][CH2:29]3)[CH2:15][CH2:16]2)[cH:3][cH:4][c:5]2[cH:6][cH:7][cH:8][cH:9][c:10]12>>[n:1]1[c:2]([N:11]2[CH2:12][CH2:13][CH:14]([O:17][c:18]3[n:19][cH:20][cH:21][cH:22][c:23]3[N:24]3[CH2:25][CH2:26][CH:27]([CH2:30][OH:31])[CH2:28][CH2:29]3)[CH2:15][CH2:16]2)[cH:3][cH:4][c:5]2[cH:6][cH:7][cH:8][cH:9][c:10]12. The reactants are C[O-].[Na+] (sodium methylate), O (water), ClC=1C=NC=C(C1)OC (3-chloro-5-methoxypyridine), ClC=1C=NC=C(C1)Cl (3,5-dichloro-pyridine), C[O-].[Na+] (sodium methylate), chloro. Run in C(C)OCC (diethylether), CS(=O)C (dimethylsulfoxide). Yields the product COC=1C=NC=C(C1)OC (3,5-dimethoxy-pyridine). RXN SMILES: ClC1C=NC=C(Cl)C=1.[CH3:9][O-:10].[Na+].O.Cl[C:14]1[CH:15]=[N:16][CH:17]=[C:18]([O:20][CH3:21])[CH:19]=1>CS(C)=O.C(OCC)C>[CH3:9][O:10][C:14]1[CH:15]=[N:16][CH:17]=[C:18]([O:20][CH3:21])[CH:19]=1 |f:1.2|. Procedure details: 50 g of 3,5-dichloro-pyridine are dissolved in 250 ml dimethylsulfoxide. 15 g sodium methylate are added to this solution under stirring. It is stirred under exclusion of moisture at 60°-80° C. 15 g sodium methylate are further added after each of 8 and 16 hours. After a total of 72 hours' stirring, the reaction mixture is reacted with a little water and shaked out with diethylether. The ether phase, after drying, is distilled in a vacuum, resulting in 24 g (51% of theoretical amount) of 3,5-dim...